This data is from the Open Reaction Database (ORD), a public repository of structured organic reaction records. The task is: describe an organic reaction: reactants, conditions, products, and yield Reactants: ClC1=NC(=NC(=N1)Cl)C (2,4-Dichloro-6-methyl-1,3,5-triazine), BrC1=C(NCC)C=CC(=C1)C(C)C (2-bromo-N-ethyl-4-isopropylaniline), C(C)(C)N(CC)C(C)C (diisopropylethylamine). Solvent: O1CCOCC1 (dioxane). The product is BrC1=C(C=CC(=C1)C(C)C)N(C1=NC(=NC(=N1)Cl)C)CC (N-(2-bromo-4-isopropylphenyl)-N-ethyl-4-chloro-6-methyl-1,3,5-triazine-2-amine). Yield: 67.7%. As a reaction SMILES: Cl[C:2]1[N:7]=[C:6]([Cl:8])[N:5]=[C:4]([CH3:9])[N:3]=1.[Br:10][C:11]1[CH:19]=[C:18]([CH:20]([CH3:22])[CH3:21])[CH:17]=[CH:16][C:12]=1[NH:13][CH2:14][CH3:15].C(N(C(C)C)CC)(C)C>O1CCOCC1>[Br:10][C:11]1[CH:19]=[C:18]([CH:20]([CH3:22])[CH3:21])[CH:17]=[CH:16][C:12]=1[N:13]([CH2:14][CH3:15])[C:2]1[N:7]=[C:6]([Cl:8])[N:5]=[C:4]([CH3:9])[N:3]=1. Reported procedure: Part B: 2,4-Dichloro-6-methyl-1,3,5-triazine (3 g, 18.29 mmol), 2-bromo-N-ethyl-4-isopropylaniline (6.07 g, 25.07 mmol) and diisopropylethylamine (3.2 g, 25.07 mmol) were dissolved in dioxane (60 mL) under N2 and refluxed three hours. The solvent was stripped and the residue was purified using flash chromatography (CH2Cl2, silica). to provide N-(2-bromo-4-isopropylphenyl)-N-ethyl-4-chloro-6-methyl-1,3,5-triazine-2-amine (4.58 g) as a clear oil in 68% yield. RXN SMILES: C[Si](C)(C)[N-][Si](C)(C)C.[Li+].[F:11][C:12]([F:22])([F:21])[C@H:13]([CH3:20])[CH2:14][C:15]([O:17][CH2:18][CH3:19])=[O:16].Br[C:24]1[CH:29]=[CH:28][C:27]([Cl:30])=[CH:26][C:25]=1[F:31].C1(P(C2CCCCC2)C2C=CC=CC=2C2C=CC=CC=2N(C)C)CCCCC1>C1(C)C=CC=CC=1.C([O-])(=O)C.[Pd+2].C([O-])(=O)C>[Cl:30][C:27]1[CH:28]=[CH:29][C:24]([CH:14]([C@@H:13]([CH3:20])[C:12]([F:21])([F:22])[F:11])[C:15]([O:17][CH2:18][CH3:19])=[O:16])=[C:25]([F:31])[CH:26]=1 |f:0.1,6.7.8|. Reagents/catalysts: C(C)(=O)[O-].[Pd+2].C(C)(=O)[O-] (palladium(II) acetate). Procedure details: 81.5 ml (81.5 mmol) of a 1 M solution of lithium hexamethyldisilazide in toluene were cooled to −20° C., and a solution of 10.0 g (50.3 mmol) of ethyl (3R)-4,4,4-trifluoro-3-methylbutanoate in 50 ml of abs. toluene was added dropwise. The mixture was stirred for 10 min At −20° C., a solution, prepared beforehand, of 14.8 g (70.6 mmol) of 1-bromo-4-chloro-2-fluorobenzene, 366 mg (1.63 mmol) of palladium(II) acetate and 1.35 g (3.42 mmol) of 2-dicyclohexylphosphino-2′-(N,N-dimethylamino)biphenyl i... Run at temperature -20 celsius, time 10 minute. Starting materials: BrC1=C(C=C(C=C1)Cl)F (1-bromo-4-chloro-2-fluorobenzene), solution, C[Si]([N-][Si](C)(C)C)(C)C.[Li+] (lithium hexamethyldisilazide), FC([C@@H](CC(=O)OCC)C)(F)F (ethyl (3R)-4,4,4-trifluoro-3-methylbutanoate), C1(CCCCC1)P(C1=C(C=CC=C1)C1=C(C=CC=C1)N(C)C)C1CCCCC1 (2-dicyclohexylphosphino-2′-(N,N-dimethylamino)biphenyl). The product is ClC1=CC(=C(C=C1)C(C(=O)OCC)[C@H](C(F)(F)F)C)F (Ethyl (3R)-2-(4-chloro-2-fluorophenyl)-4,4,4-trifluoro-3-methylbutanoate). Solvent: C1(=CC=CC=C1)C (toluene), C1(=CC=CC=C1)C (toluene), C1(=CC=CC=C1)C (toluene). The yield is 27.1%. Reactants: reduced copper, C([O-])([O-])=O.[K+].[K+] (potassium carbonate), C(CCC)N (n-butylamine), C1(=CC=CC=C1)CCN1N=C(C(=C1Br)C(=O)OCC)N(CC1=CC=C(C=C1)C1=C(C=CC=C1)C1=NN=NN1C(C1=CC=CC=C1)(C1=CC=CC=C1)C1=CC=CC=C1)CCC (N-[1-(2-phenylethyl)-5-bromo-4-ethoxycarbonylpyrazol-3-yl]-N-[(2'-(N-triphenylmethyl-(1H-tetrazol-5-yl))biphenyl-4-yl)methyl]-n-propylamine). The reagents and catalysts are [Cu]=O (copper(II) oxide). Yields the product C1(=CC=CC=C1)CCN1N=C(C(=C1NCCCC)C(=O)OCC)N(CC1=CC=C(C=C1)C1=C(C=CC=C1)C1=NN=NN1C(C1=CC=CC=C1)(C1=CC=CC=C1)C1=CC=CC=C1)CCC (N-[1-(2-phenylethyl)-5-(n-butylamino)-4-ethoxycarbonylpyrazol-3-yl]-N-[(2'-(N-triphenylmethyl-(1H-tetrazol-5-yl))biphenyl-4-yl)methyl]-n-propylamine). Reaction SMILES: C(=O)([O-])[O-].[K+].[K+].[CH2:7]([NH2:11])[CH2:8][CH2:9][CH3:10].[C:12]1([CH2:18][CH2:19][N:20]2[C:24](Br)=[C:23]([C:26]([O:28][CH2:29][CH3:30])=[O:27])[C:22]([N:31]([CH2:69][CH2:70][CH3:71])[CH2:32][C:33]3[CH:38]=[CH:37][C:36]([C:39]4[CH:44]=[CH:43][CH:42]=[CH:41][C:40]=4[C:45]4[N:49]([C:50]([C:63]5[CH:68]=[CH:67][CH:66]=[CH:65][CH:64]=5)([C:57]5[CH:62]=[CH:61][CH:60]=[CH:59][CH:58]=5)[C:51]5[CH:56]=[CH:55][CH:54]=[CH:53][CH:52]=5)[N:48]=[N:47][N:46]=4)=[CH:35][CH:34]=3)=[N:21]2)[CH:17]=[CH:16][CH:15]=[CH:14][CH:13]=1>[Cu]=O>[C:12]1([CH2:18][CH2:19][N:20]2[C:24]([NH:11][CH2:7][CH2:8][CH2:9][CH3:10])=[C:23]([C:26]([O:28][CH2:29][CH3:30])=[O:27])[C:22]([N:31]([CH2:69][CH2:70][CH3:71])[CH2:32][C:33]3[CH:38]=[CH:37][C:36]([C:39]4[CH:44]=[CH:43][CH:42]=[CH:41][C:40]=4[C:45]4[N:49]([C:50]([C:63]5[CH:68]=[CH:67][CH:66]=[CH:65][CH:64]=5)([C:57]5[CH:62]=[CH:61][CH:60]=[CH:59][CH:58]=5)[C:51]5[CH:56]=[CH:55][CH:54]=[CH:53][CH:52]=5)[N:48]=[N:47][N:46]=4)=[CH:35][CH:34]=3)=[N:21]2)[CH:17]=[CH:16][CH:15]=[CH:14][CH:13]=1 |f:0.1.2|. Procedure: 30 mg of reduced copper, 20 mg of copper(II) oxide, 83 mg of potassium carbonate and 5 ml of n-butylamine were added to 216 mg of N-[1-(2-phenylethyl)-5-bromo-4-ethoxycarbonylpyrazol-3-yl]-N-[(2'-(N-triphenylmethyl-(1H-tetrazol-5-yl))biphenyl-4-yl)methyl]-n-propylamine, and heated under reflux for 14 hours. The reaction solution was filtered through Celite, and the filtrate was concentrated under reduced pressure. The residue was subjected to silica gel column chromatography (n-hexane-ethyl acet... The reactants are CC(C)(C)OC(=O)N1CCC(C(=O)O)CC1, CCCP(=O)(O)O, CN1CCOCC1, CCOC(C)=O, CN(C)C=O, CC(N)C(=O)c1ccc(F)c(C(F)(F)F)c1, Cc1ccc(S(=O)(=O)O)cc1. The product is CC(NC(=O)C1CCN(C(=O)OC(C)(C)C)CC1)C(=O)c1ccc(F)c(C(F)(F)F)c1. As a reaction SMILES: [C:28](=[O:29])([O:30][C:31]([CH3:32])([CH3:33])[CH3:34])[N:35]1[CH2:36][CH2:37][CH:38]([C:41](=[O:42])[OH:43])[CH2:39][CH2:40]1.[CH2:51]([P:52]([OH:53])(=[O:54])[OH:55])[CH2:56][CH3:57].[CH3:44][N:45]1[CH2:46][CH2:47][O:48][CH2:49][CH2:50]1.[CH3:58][CH2:59][O:60][C:61]([CH3:62])=[O:63].[CH3:64][N:65]([CH3:66])[CH:67]=[O:68].[NH2:12][CH:13]([C:14](=[O:15])[c:16]1[cH:17][c:18]([C:23]([F:24])([F:25])[F:26])[c:19]([F:22])[cH:20][cH:21]1)[CH3:27].[c:1]1([CH3:2])[cH:3][cH:4][c:5]([S:6]([OH:7])(=[O:8])=[O:9])[cH:10][cH:11]1>>[NH:12]([CH:13]([C:14](=[O:15])[c:16]1[cH:17][c:18]([C:23]([F:24])([F:25])[F:26])[c:19]([F:22])[cH:20][cH:21]1)[CH3:27])[C:41]([CH:38]1[CH2:37][CH2:36][N:35]([C:28](=[O:29])[O:30][C:31]([CH3:32])([CH3:33])[CH3:34])[CH2:40][CH2:39]1)=[O:42]. Reactants: C(C)[SiH](CC)CC (triethylsilane), FC(C(=O)O)(F)F (trifluoroacetic acid), C(C)[Mg]Br (ethylmagnesium bromide), FC1=C(C=O)C(=CC=C1OC)F (2,6-difluoro-3-methoxybenzaldehyde), C(CCC)N (N-butylamine), C1(=CC=C(C=C1)S(=O)(=O)O)C (p-toluenesulphonic acid), B(Br)(Br)Br (boron tribromide), ICC (iodoethane), C([O-])([O-])=O.[K+].[K+] (potassium carbonate), (1-trityl-1H-imidazol-4-yl)-magnesium halide, CN(C=O)C (N,N-dimethylformamide). Reagents/catalysts: [Cl-].[Mn+2].[Cl-] (manganese(II) chloride). Solvent: O1CCCC1 (tetrahydrofuran), ClCCl (dichloromethane), C1(=CC=CC=C1)C (toluene), ClCCl (dichloromethane), ClCCl (dichloromethane), CCOCC (ether). The product is C(C)OC=1C(=C(CC=2N=CNC2)C(=CC1)CC)CC (4-(3-Ethoxy-2,6-diethyl-benzyl)-1H-imidazole). As a reaction SMILES: F[C:2]1[C:9]([O:10][CH3:11])=[CH:8][CH:7]=[C:6](F)[C:3]=1[CH:4]=O.[CH2:13]([NH2:17])[CH2:14]CC.[C:18]1([CH3:28])C=CC(S(O)(=O)=O)=CC=1.[CH2:29]([Mg]Br)[CH3:30].B(Br)(Br)Br.ICC.C(=O)([O-])[O-].[K+].[K+].C([SiH](CC)CC)C.F[C:54](F)(F)C(O)=O.[CH3:60][N:61](C)C=O>C1(C)C=CC=CC=1.O1CCCC1.CCOCC.ClCCl.[Cl-].[Mn+2].[Cl-]>[CH2:11]([O:10][C:9]1[C:2]([CH2:18][CH3:28])=[C:3]([C:6]([CH2:29][CH3:30])=[CH:7][CH:8]=1)[CH2:4][C:14]1[N:61]=[CH:60][NH:17][CH:13]=1)[CH3:54] |f:6.7.8,16.17.18|. Reported procedure: Prepared in analogy to Example 72(a)-(e) from 2,6-difluoro-3-methoxybenzaldehyde, N-butylamine and p-toluenesulphonic acid in toluene, then treatment with 3 equivalents of ethylmagnesium bromide and manganese(II) chloride in tetrahydrofuran and ether followed by chromatography on silical gel, then treatment with boron tribromide in dichloromethane, then treatment with iodoethane and potassium carbonate in N,N-dimethylformamide, then treatment with in situ prepared (1-trityl-1H-imidazol-4-yl)-mag... Starting materials: ethyl ester, ClCCCC(=O)O (4-chlorobutyric acid), [OH-].[K+] (potassium hydroxide). Product: ethyl ester, C1(CC1)C(=O)O (cyclopropane carboxylic acid), C1(CCCO1)=O (γ-butyrolactone). As a reaction SMILES: Cl[CH2:2][CH2:3][CH2:4][C:5]([OH:7])=[O:6].[OH-].[K+]>>[CH:4]1([C:5]([OH:7])=[O:6])[CH2:2][CH2:3]1.[C:5]1(=[O:7])[O:6][CH2:2][CH2:3][CH2:4]1 |f:1.2|. Procedure: It is known to condense the ethyl ester of 4-chlorobutyric acid with aqueous potassium hydroxide on pumice. There is obtained thereby in moderate yield the ethyl ester of cyclopropane carboxylic acid besides the free acid and γ-butyrolactone (Rambaud, BL. [5] (1938), pages 1552, 1564). Reactants: CCOCC (ether), compound A, N1=CC=CC=C1 (pyridine), C(C)(=O)OC(C)=O (acetic anhydride). The solvent is ClCCl (dichloromethane). Product: C(C)(=O)OC\C=C/COCC1=CC=CC=C1 ((Z)-4-(Benzyloxy)-2-butenyl acetate). As a reaction SMILES: N1[CH:6]=[CH:5][CH:4]=[CH:3][CH:2]=1.[C:7]([O:10][C:11](=[O:13])[CH3:12])(=O)[CH3:8].[CH3:14][CH2:15][O:16][CH2:17][CH3:18]>ClCCl>[C:11]([O:10][CH2:7]/[CH:8]=[CH:14]\[CH2:15][O:16][CH2:17][C:18]1[CH:6]=[CH:5][CH:4]=[CH:3][CH:2]=1)(=[O:13])[CH3:12]. Procedure: A stirred solution of compound A (7.13 g, 40 mmol), pyridine (7.5 mL) in dichloromethane (30 mL) was treated with acetic anhydride (5 g, 49 mmol). After 24 hours the mixture was diluted with ether (150 mL) and washed with water (50 mL), saturated copper sulfate solution (25 mL,3x), dried (magnesium sulfate), filtered and concentrated. The residue was coevaporated with toluene (10 mL, 3x) to obtain the title compound (5.93 g) as a colorless oil.